From a dataset of the Open Reaction Database (ORD), a public repository of structured organic reaction records. describe an organic reaction: reactants, conditions, products, and yield Reactants: C(C)(C)(C)[O-].[K+] (potassium tert.-butanolate), C(C)(=O)O (acetic acid), ClCC(=O)C=1C=C2CC(CC2=CC1)NS(=O)(=O)C1=CC=C(C=C1)C ((2-p-toluenesulphonamido-indan-5-yl) chloromethyl ketone), C(CC(=O)OCC)(=O)OCC (diethyl malonate). The solvent is O (water), CS(=O)C (dimethyl sulphoxide), petroleum ether. Reaction conditions: time 8 hour. Product: C(=O)(OCC)C(C(=O)OCC)CC(=O)C=1C=C2CC(CC2=CC1)NS(=O)(=O)C1=CC=C(C=C1)C (Ethyl 2-carbethoxy-4-(2-p-toluenesulphonamido-indan-5-yl)-4-oxobutyrate). As a reaction SMILES: C([O-])(C)(C)C.[K+].Cl[CH2:8][C:9]([C:11]1[CH:12]=[C:13]2[C:17](=[CH:18][CH:19]=1)[CH2:16][CH:15]([NH:20][S:21]([C:24]1[CH:29]=[CH:28][C:27]([CH3:30])=[CH:26][CH:25]=1)(=[O:23])=[O:22])[CH2:14]2)=[O:10].[C:31]([O:39][CH2:40][CH3:41])(=[O:38])[CH2:32][C:33]([O:35][CH2:36][CH3:37])=[O:34].C(O)(=O)C>CS(C)=O.O>[C:31]([CH:32]([CH2:8][C:9]([C:11]1[CH:12]=[C:13]2[C:17](=[CH:18][CH:19]=1)[CH2:16][CH:15]([NH:20][S:21]([C:24]1[CH:29]=[CH:28][C:27]([CH3:30])=[CH:26][CH:25]=1)(=[O:23])=[O:22])[CH2:14]2)=[O:10])[C:33]([O:35][CH2:36][CH3:37])=[O:34])([O:39][CH2:40][CH3:41])=[O:38] |f:0.1|. Procedure details: 10.6 g (0.095 mol) of potassium tert.-butanolate, followed by 23.0 g (0.063 mol) of (2-p-toluenesulphonamido-indan-5-yl) chloromethyl ketone, are added to 15.2 g (0.095 mol) of diethyl malonate in 25 ml of dimethyl sulphoxide. The mixture is allowed to stand overnight and is neutralised with glacial acetic acid, and water and petroleum ether are added. The reaction product which is precipitated is separated off and dissolved in ethyl acetate. The organic phase is washed with water, dried and eva... Reactants: CS(=O)(=O)C=1C=CC(=C(C(=O)O)C1)N1CCCC1 (5-Methanesulfonyl-2-pyrrolidin-1-yl-benzoic acid), ClC1=C(C(=O)O)C=C(C=C1)S(NCC1CC1)(=O)=O (2-Chloro-5-(cyclopropylmethyl-sulfamoyl)-benzoic acid), N1CCCC1 (pyrrolidine). Product: C1(CC1)CNS(=O)(=O)C=1C=CC(=C(C(=O)O)C1)N1CCCC1 (5-(Cyclopropylmethyl-sulfamoyl)-2-pyrrolidin-1-yl-benzoic acid). Isolated yield 38.0%. As a reaction SMILES: C[S:2]([C:5]1[CH:6]=[CH:7][C:8]([N:14]2[CH2:18][CH2:17][CH2:16][CH2:15]2)=[C:9]([CH:13]=1)[C:10]([OH:12])=[O:11])(=[O:4])=[O:3].ClC1C=CC(S(=O)(=O)[NH:30][CH2:31][CH:32]2[CH2:34][CH2:33]2)=CC=1C(O)=O.N1CCCC1>>[CH:32]1([CH2:31][NH:30][S:2]([C:5]2[CH:6]=[CH:7][C:8]([N:14]3[CH2:18][CH2:17][CH2:16][CH2:15]3)=[C:9]([CH:13]=2)[C:10]([OH:12])=[O:11])(=[O:4])=[O:3])[CH2:34][CH2:33]1. Procedure: The title compound was synthesised according to the procedure described for the synthesis of 5-Methanesulfonyl-2-pyrrolidin-1-yl-benzoic acid from 2-Chloro-5-(cyclopropylmethyl-sulfamoyl)-benzoic acid and pyrrolidine and obtained in 38% yield. MS (m/e): 323.2 (MH−, 100%). The reactants are NC(=O)N1C(=O)C(=C(O)c2cccs2)c2cc(F)c(Cl)cc21, ClCCl, [I-], [Na+], [Na], O=C(Cl)c1ccco1. The product is NC(=O)N1C(=O)C(=C(OC(=O)c2ccco2)c2cccs2)c2cc(F)c(Cl)cc21. Reaction SMILES: [Cl:2][c:3]1[c:4]([F:23])[cH:5][c:6]2[c:10]([cH:11]1)[N:9]([C:12](=[O:13])[NH2:14])[C:8](=[O:15])[C:7]2=[C:16]([c:17]1[s:18][cH:19][cH:20][cH:21]1)[OH:22].[Cl:34][CH2:35][Cl:36].[I-:25].[Na+:24].[Na:1].[o:26]1[c:27]([C:31](=[O:32])[Cl:33])[cH:28][cH:29][cH:30]1>>[Cl:2][c:3]1[c:4]([F:23])[cH:5][c:6]2[c:10]([cH:11]1)[N:9]([C:12](=[O:13])[NH2:14])[C:8](=[O:15])[C:7]2=[C:16]([c:17]1[s:18][cH:19][cH:20][cH:21]1)[O:22][C:31]([c:27]1[o:26][cH:30][cH:29][cH:28]1)=[O:32]. Reactants: COC1=CC=CC(=N1)C(=O)N1C[C@H](NCC1)C ((6-methoxy-pyridin-2-yl)-((R)-3-methyl-piperazin-1-yl)-methanone), ClC=1C=C(C=CC1)N1N=C(N=C1)C(=O)O (1-(3-chloro-phenyl)-1H-[1,2,4]-triazole-3-carboxylic acid), CN(C)C(=[N+](C)C)ON1C2=C(C=CC=C2)N=N1.[B-](F)(F)(F)F (TBTU), CCN(C(C)C)C(C)C (DIPEA). Solvent: CN(C)C=O (DMF). Conditions: time 12 hour. Product: ClC=1C=C(C=CC1)N1N=C(N=C1)C(=O)N1[C@@H](CN(CC1)C(=O)C1=NC(=CC=C1)OC)C ((R)-{4-[1-(3-Chloro-phenyl)-1H-[1,2,4]triazole-3-carbonyl]-3-methyl-piperazin-1-yl}-(6-methoxy-pyridin-2-yl)-methanone). As a reaction SMILES: [CH3:1][O:2][C:3]1[N:8]=[C:7]([C:9]([N:11]2[CH2:16][CH2:15][NH:14][C@H:13]([CH3:17])[CH2:12]2)=[O:10])[CH:6]=[CH:5][CH:4]=1.[Cl:18][C:19]1[CH:20]=[C:21]([N:25]2[CH:29]=[N:28][C:27]([C:30](O)=[O:31])=[N:26]2)[CH:22]=[CH:23][CH:24]=1.CN(C(ON1N=NC2C=CC=CC1=2)=[N+](C)C)C.[B-](F)(F)(F)F.CCN(C(C)C)C(C)C>CN(C=O)C>[Cl:18][C:19]1[CH:20]=[C:21]([N:25]2[CH:29]=[N:28][C:27]([C:30]([N:14]3[CH2:15][CH2:16][N:11]([C:9]([C:7]4[CH:6]=[CH:5][CH:4]=[C:3]([O:2][CH3:1])[N:8]=4)=[O:10])[CH2:12][C@H:13]3[CH3:17])=[O:31])=[N:26]2)[CH:22]=[CH:23][CH:24]=1 |f:2.3|. Procedure: A mixture of 71 mg (0.30 mmol) (6-methoxy-pyridin-2-yl)-((R)-3-methyl-piperazin-1-yl)-methanone, 67 mg (0.30 mmol) 1-(3-chloro-phenyl)-1H-[1,2,4]-triazole-3-carboxylic acid, 0.11 g (0.33 mmol) TBTU and 77 μL (0.45 mmol) DIPEA in 1.5 mL DMF was stirred at RT for 12 h. The reaction mixture was purified by HPLC. Starting materials: C1CCOC1, [K+], O=C1NC(=O)c2ccccc21, CCOC(=O)N=NC(=O)OCC, O, O=S(=O)([O-])O, OCC(CN1CCCC1)c1ccccc1, c1ccc(P(c2ccccc2)c2ccccc2)cc1. Product: O=C1c2ccccc2C(=O)N1CC(CN1CCCC1)c1ccccc1. RXN SMILES: [CH2:64]1[O:65][CH2:66][CH2:67][CH2:68]1.[K+:63].[O:16]=[C:17]1[NH:18][C:19](=[O:20])[c:21]2[cH:22][cH:23][cH:24][cH:25][c:26]21.[O:46]=[C:47]([O:48][CH2:49][CH3:50])[N:51]=[N:52][C:53]([O:54][CH2:55][CH3:56])=[O:57].[OH2:69].[S:58](=[O:59])(=[O:60])([OH:61])[O-:62].[c:1]1([CH:7]([CH2:8][OH:9])[CH2:10][N:11]2[CH2:12][CH2:13][CH2:14][CH2:15]2)[cH:2][cH:3][cH:4][cH:5][cH:6]1.[c:27]1([P:28]([c:29]2[cH:30][cH:31][cH:32][cH:33][cH:34]2)[c:35]2[cH:36][cH:37][cH:38][cH:39][cH:40]2)[cH:41][cH:42][cH:43][cH:44][cH:45]1>>[c:1]1([CH:7]([CH2:8][N:18]2[C:17](=[O:16])[c:26]3[c:21]([cH:22][cH:23][cH:24][cH:25]3)[C:19]2=[O:20])[CH2:10][N:11]2[CH2:12][CH2:13][CH2:14][CH2:15]2)[cH:2][cH:3][cH:4][cH:5][cH:6]1. Yields the product N[C@@H](CC1=CC=CC=C1)C(=O)NCP(O)(O)=O ((L-phenylalanylamino)methylphosphonic acid). Reaction SMILES: C(OC([NH:11][C@H:12]([C:20]([NH:22][CH2:23][P:24](=[O:29])([O:27]C)[O:25]C)=[O:21])[CH2:13][C:14]1[CH:19]=[CH:18][CH:17]=[CH:16][CH:15]=1)=O)C1C=CC=CC=1.Br>>[NH2:11][C@H:12]([C:20]([NH:22][CH2:23][P:24](=[O:25])([OH:29])[OH:27])=[O:21])[CH2:13][C:14]1[CH:15]=[CH:16][CH:17]=[CH:18][CH:19]=1. Reported procedure: In a manner analogous to Example 13(b), but with reaction of dimethyl [(N-benzyloxycarbonyl-L-phenylalanyl)-amino]-methylphosphonate and hydrogen bromide/glacial acetic acid for 2 hours, there was obtained (L-phenylalanylamino)methylphosphonic acid of melting point 266°-268° C (decomposition); [α]D20 = +74.5° (c = 0.8% in water). Starting materials: C(C1=CC=CC=C1)OC(=O)N[C@@H](CC1=CC=CC=C1)C(=O)NCP(OC)(OC)=O (dimethyl [(N-benzyloxycarbonyl-L-phenylalanyl)-amino]-methylphosphonate), Br (hydrogen bromide). The reactants are C(C)OC(C1=CC(=CC(=C1)F)C1=C(CCC1)Br)=O (3-(2-bromocyclopent-1-enyl)-5-fluorobenzoic acid ethyl ester), FC(C=1C=CC(=C(C1)B(O)O)OCC1=C(C=C(C=C1)F)F)(F)F ([5-trifluoromethyl-2-(2,4-di-fluorobenzyloxy)phenyl]boronic acid), B(O)O (boronic acid). Yields the product C(C)OC(C1=CC(=CC(=C1)F)C1=C(CCC1)C1=C(C=CC(=C1)C(F)(F)F)OCC1=C(C=C(C=C1)F)F)=O (3-{2-[5-Trifluoromethyl-2-(2,4-difluorobenzyloxy)phenyl]cyclopent-1-enyl}-5-fluorobenzoic acid ethyl ester). As a reaction SMILES: [CH2:1]([O:3][C:4](=[O:18])[C:5]1[CH:10]=[C:9]([F:11])[CH:8]=[C:7]([C:12]2[CH2:16][CH2:15][CH2:14][C:13]=2Br)[CH:6]=1)[CH3:2].[F:19][C:20]([F:41])([F:40])[C:21]1[CH:22]=[CH:23][C:24]([O:30][CH2:31][C:32]2[CH:37]=[CH:36][C:35]([F:38])=[CH:34][C:33]=2[F:39])=[C:25](B(O)O)[CH:26]=1.B(O)O>>[CH2:1]([O:3][C:4](=[O:18])[C:5]1[CH:10]=[C:9]([F:11])[CH:8]=[C:7]([C:12]2[CH2:16][CH2:15][CH2:14][C:13]=2[C:23]2[CH:22]=[C:21]([C:20]([F:40])([F:41])[F:19])[CH:26]=[CH:25][C:24]=2[O:30][CH2:31][C:32]2[CH:37]=[CH:36][C:35]([F:38])=[CH:34][C:33]=2[F:39])[CH:6]=1)[CH3:2]. Procedure: Prepared by general procedure B(iii) but using 3-(2-bromocyclopent-1-enyl)-5-fluorobenzoic acid ethyl ester instead of 3-(2-bromo-cyclopent-1-enyl)-6-methyl benzoic acid ethyl ester and using [5-trifluoromethyl-2-(2,4-di-fluorobenzyloxy)phenyl]boronic acid instead of 5-chloro-2-benzyloxyphenyl)boronic acid.